This data is from the Open Reaction Database (ORD), a public repository of structured organic reaction records. The task is: describe an organic reaction: reactants, conditions, products, and yield Reactants: OC1=CC=C(C(=O)O)C=C1 (p-hydroxybenzoic acid), C(C1=CC=CC=C1)O (benzyl alcohol). Reagents/catalysts: C(CCC)[Sn](CCCC)=O (dibutyltin oxide). Solvent: O (Water). Product: OC1=CC=C(C(=O)OCC2=CC=CC=C2)C=C1 (benzyl p-hydroxybenzoate). The yield is 97.3%. Reaction SMILES: [OH:1][C:2]1[CH:10]=[CH:9][C:5]([C:6]([OH:8])=[O:7])=[CH:4][CH:3]=1.[CH2:11](O)[C:12]1[CH:17]=[CH:16][CH:15]=[CH:14][CH:13]=1>C([Sn](=O)CCCC)CCC.O>[OH:1][C:2]1[CH:10]=[CH:9][C:5]([C:6]([O:8][CH2:11][C:12]2[CH:17]=[CH:16][CH:15]=[CH:14][CH:13]=2)=[O:7])=[CH:4][CH:3]=1. Procedure: 69.1 g (0.5 mole) of p-hydroxybenzoic acid, 216.2 g (2 moles) of benzyl alcohol and 1.4 g of dibutyltin oxide were fed into a four-necked glass flask, and reacted at 200° C. for 6 hours with stirring in an atmosphere of nitrogen. Water formed by the reaction and a small amount of phenol resulting from the decomposition of the p-hydroxybenzoic acid were distilled off from the reaction system. After the reaction, the excess of benzyl alcohol was evaporated under reduced pressure to give 111.0 g (y... Reactants: COCc1nc(-c2cn3c(n2)-c2ccc(C4=CCN(C(=O)OC(C)(C)C)CC4)cc2OCC3)n(C(C)C)n1, [H][H]. The product is COCc1nc(-c2cn3c(n2)-c2ccc(C4CCN(C(=O)OC(C)(C)C)CC4)cc2OCC3)n(C(C)C)n1. Reaction SMILES: [C:1]([CH3:2])([CH3:3])([CH3:4])[O:5][C:6](=[O:7])[N:8]1[CH2:9][CH2:10][C:11]([c:14]2[cH:15][c:16]3[c:17]([cH:37][cH:38]2)-[c:18]2[n:19][c:20](-[c:26]4[n:27]([CH:34]([CH3:35])[CH3:36])[n:28][c:29]([CH2:31][O:32][CH3:33])[n:30]4)[cH:21][n:22]2[CH2:23][CH2:24][O:25]3)=[CH:12][CH2:13]1.[H:39][H:40]>>[C:1]([CH3:2])([CH3:3])([CH3:4])[O:5][C:6](=[O:7])[N:8]1[CH2:9][CH2:10][CH:11]([c:14]2[cH:15][c:16]3[c:17]([cH:37][cH:38]2)-[c:18]2[n:19][c:20](-[c:26]4[n:27]([CH:34]([CH3:35])[CH3:36])[n:28][c:29]([CH2:31][O:32][CH3:33])[n:30]4)[cH:21][n:22]2[CH2:23][CH2:24][O:25]3)[CH2:12][CH2:13]1. Reactants: CCOC(=O)CC1(NC(=O)c2cccc(C)c2OC2CCC2)Cc2ccccc2C1, CCO, [Na+], [OH-]. Product: Cc1cccc(C(=O)NC2(CC(=O)O)Cc3ccccc3C2)c1OC1CCC1. Reaction SMILES: [CH2:1]([CH3:2])[O:3][C:4]([CH2:5][C:6]1([NH:15][C:16]([c:17]2[c:18]([O:24][CH:25]3[CH2:26][CH2:27][CH2:28]3)[c:19]([CH3:23])[cH:20][cH:21][cH:22]2)=[O:29])[CH2:7][c:8]2[cH:9][cH:10][cH:11][cH:12][c:13]2[CH2:14]1)=[O:30].[CH3:33][CH2:34][OH:35].[Na+:32].[OH-:31]>>[O:3]=[C:4]([CH2:5][C:6]1([NH:15][C:16]([c:17]2[c:18]([O:24][CH:25]3[CH2:26][CH2:27][CH2:28]3)[c:19]([CH3:23])[cH:20][cH:21][cH:22]2)=[O:29])[CH2:7][c:8]2[cH:9][cH:10][cH:11][cH:12][c:13]2[CH2:14]1)[OH:30]. Reactants: C(#N)CC=1C(=C(N)C(=CC1C)C)C (3-cyanomethyl-2,4,6-trimethylaniline), S(O)(O)(=O)=O (sulfuric acid), C([O-])([O-])=O.[Na+].[Na+] (sodium carbonate). Solvent: O (water), CO (methanol), CO (methanol). Yields the product NC=1C(=C(C(=CC1C)C)CC(=O)OC)C (Methyl 3-Amino-2,4,6-trimethylphenylacetate). Yield: 88.0%. As a reaction SMILES: [C:1]([CH2:3][C:4]1[C:5]([CH3:13])=[C:6]([C:8]([CH3:12])=[CH:9][C:10]=1[CH3:11])[NH2:7])#N.S(=O)(=O)(O)[OH:15].[C:19](=O)([O-])[O-:20].[Na+].[Na+]>CO.O>[NH2:7][C:6]1[C:5]([CH3:13])=[C:4]([CH2:3][C:1]([O:20][CH3:19])=[O:15])[C:10]([CH3:11])=[CH:9][C:8]=1[CH3:12] |f:2.3.4|. Reported procedure: To a solution of 3-cyanomethyl-2,4,6-trimethylaniline (see Example 14, procedure C) (5 g, 28.7 mmol) in methanol (30 mL) was added concentrated sulfuric acid (30 mL) with cooling. The resulting mixture was heated under reflux for 8 h before it was allowed to cool to rt and diluted with water (100 mL). The mixture was stripped off methanol and the residue was basified with sodium carbonate and then extracted with ethyl acetate. The organic layer was worked up and concentrated as usual to give the... Reactants: C1CCOC1, COCCO, COC(=O)c1c[nH]c(=O)c(Br)c1, c1ccc(P(c2ccccc2)c2ccccc2)cc1. Yields the product COCCOc1ncc(C(=O)OC)cc1Br. RXN SMILES: [CH2:37]1[O:38][CH2:39][CH2:40][CH2:41]1.[CH3:13][O:14][CH2:15][CH2:16][OH:17].[CH3:1][O:2][C:3](=[O:4])[c:5]1[cH:6][nH:7][c:8](=[O:12])[c:9]([Br:11])[cH:10]1.[c:18]1([P:19]([c:20]2[cH:21][cH:22][cH:23][cH:24][cH:25]2)[c:26]2[cH:27][cH:28][cH:29][cH:30][cH:31]2)[cH:32][cH:33][cH:34][cH:35][cH:36]1>>[CH3:1][O:2][C:3](=[O:4])[c:5]1[cH:6][n:7][c:8]([O:12][CH2:16][CH2:15][O:14][CH3:13])[c:9]([Br:11])[cH:10]1.